Task: describe an organic reaction: reactants, conditions, products, and yield. Dataset: the Open Reaction Database (ORD), a public repository of structured organic reaction records The reactants are CN(C)C=O, CC(C)NC(C)C, Fc1cccc(Cl)n1, C1CCOC1. Yields the product O=Cc1ccc(Cl)nc1F. As a reaction SMILES: [CH3:16][N:17]([CH:18]=[O:19])[CH3:20].[CH:1]([NH:2][CH:3]([CH3:4])[CH3:5])([CH3:6])[CH3:7].[Cl:8][c:9]1[n:10][c:11]([F:15])[cH:12][cH:13][cH:14]1.[O:21]1[CH2:22][CH2:23][CH2:24][CH2:25]1>>[Cl:8][c:9]1[n:10][c:11]([F:15])[c:12]([CH:18]=[O:19])[cH:13][cH:14]1.